This data is from the Open Reaction Database (ORD), a public repository of structured organic reaction records. The task is: describe an organic reaction: reactants, conditions, products, and yield Reactants: C(CCCCCCCCCCCCCCC)OCC(OCCCCCCCCCCCCCCCC)COCC=C (1,2-di-O-(n-hexadecyl)-3-allyl-glycerol), ClC1=CC(=CC=C1)C(=O)OO (m-chloroperbenzoic acid), S([O-])(O)=O.[Na+] (sodium bisulfite), C([O-])(O)=O.[Na+] (sodium bicarbonate). The solvent is C1=CC=CC=C1 (benzene). The product is C(CCCCCCCCCCCCCCC)OCC(OCCCCCCCCCCCCCCCC)COCC1CO1 (1,2-Di-O-(n-hexadecyl)-3-O-(2,3-epoxypropyl)-glycerol). The yield is 82.0%. Reaction SMILES: [CH2:1]([O:17][CH2:18][CH:19]([CH2:37][O:38][CH2:39][CH:40]=[CH2:41])[O:20][CH2:21][CH2:22][CH2:23][CH2:24][CH2:25][CH2:26][CH2:27][CH2:28][CH2:29][CH2:30][CH2:31][CH2:32][CH2:33][CH2:34][CH2:35][CH3:36])[CH2:2][CH2:3][CH2:4][CH2:5][CH2:6][CH2:7][CH2:8][CH2:9][CH2:10][CH2:11][CH2:12][CH2:13][CH2:14][CH2:15][CH3:16].ClC1C=CC=C(C(OO)=[O:50])C=1.S(=O)(O)[O-].[Na+].C(=O)(O)[O-].[Na+]>C1C=CC=CC=1>[CH2:1]([O:17][CH2:18][CH:19]([CH2:37][O:38][CH2:39][CH:40]1[O:50][CH2:41]1)[O:20][CH2:21][CH2:22][CH2:23][CH2:24][CH2:25][CH2:26][CH2:27][CH2:28][CH2:29][CH2:30][CH2:31][CH2:32][CH2:33][CH2:34][CH2:35][CH3:36])[CH2:2][CH2:3][CH2:4][CH2:5][CH2:6][CH2:7][CH2:8][CH2:9][CH2:10][CH2:11][CH2:12][CH2:13][CH2:14][CH2:15][CH3:16] |f:2.3,4.5|. Reported procedure: A solution of 1,2-di-O-(n-hexadecyl)-3-allyl-glycerol (5.8 g., 10.0 mmoles) and m-chloroperbenzoic acid (1.86 g., 10.8 mmoles) in benzene (50 ml.) was stirred at reflux for 16 hours. The reaction mixture was then cooled, treated with saturated aqueous sodium bisulfite solution (10 ml.) and saturated aqueous sodium bicarbonate solution (50 ml.), and extracted with ether (3×50 ml.). The combined ether extract was washed with water (100 ml.), washed with saturated aqueous sodium chloride solution (...